From a dataset of the Open Reaction Database (ORD), a public repository of structured organic reaction records. describe an organic reaction: reactants, conditions, products, and yield Starting materials: C1(CC1)C(CC(=O)OCC)C1=CC(=NC=C1)COC=1C=NC(=C(C1)CC(C)(C)C)C1=C(C=CC(=C1)OC)F (ethyl 3-cyclopropyl-3-(2-(((6-(2-fluoro-5-methoxyphenyl)-5-neopentylpyridin-3-yl)oxy)methyl)pyridin-4-yl)propanoate), [OH-].[Na+] (sodium hydroxide). Solvent: C1CCOC1 (THF), CO (methanol). Run at time 30 minute. The product is C1(CC1)C(CC(=O)O)C1=CC(=NC=C1)COC=1C=NC(=C(C1)CC(C)(C)C)C1=C(C=CC(=C1)OC)F (3-cyclopropyl-3-(2-(((5-(2,2-dimethylpropyl)-6-(2-fluoro-5-methoxyphenyl)pyridin-3-yl)oxy)methyl)pyridin-4-yl)propanoic acid). The yield is 95.2%. RXN SMILES: [CH:1]1([CH:4]([C:11]2[CH:16]=[CH:15][N:14]=[C:13]([CH2:17][O:18][C:19]3[CH:20]=[N:21][C:22]([C:30]4[CH:35]=[C:34]([O:36][CH3:37])[CH:33]=[CH:32][C:31]=4[F:38])=[C:23]([CH2:25][C:26]([CH3:29])([CH3:28])[CH3:27])[CH:24]=3)[CH:12]=2)[CH2:5][C:6]([O:8]CC)=[O:7])[CH2:3][CH2:2]1.[OH-].[Na+]>C1COCC1.CO>[CH:1]1([CH:4]([C:11]2[CH:16]=[CH:15][N:14]=[C:13]([CH2:17][O:18][C:19]3[CH:20]=[N:21][C:22]([C:30]4[CH:35]=[C:34]([O:36][CH3:37])[CH:33]=[CH:32][C:31]=4[F:38])=[C:23]([CH2:25][C:26]([CH3:29])([CH3:27])[CH3:28])[CH:24]=3)[CH:12]=2)[CH2:5][C:6]([OH:8])=[O:7])[CH2:2][CH2:3]1 |f:1.2|. Procedure details: To a solution of ethyl 3-cyclopropyl-3-(2-(((6-(2-fluoro-5-methoxyphenyl)-5-neopentylpyridin-3-yl)oxy)methyl)pyridin-4-yl)propanoate (182 mg) in THF (2.0 mL) and methanol (1.0 mL) was added 1N aqueous sodium hydroxide solution (2.0 mL), and the mixture was stirred at room temperature for 30 min. The solvent was evaporated under reduced pressure and the residue was purified by silica gel column chromatography (methanol/ethyl acetate) to give the title compound (164 mg) as a white amorphous solid. Reactants: Cl.C(C)ON=CC=1C=C2C(=NNC2=CC1)C=1C=C(C=CC1)NC(CC(C)C)=O (N-{3-[5-(ethoxyiminomethyl)(1H-indazol-3-yl)]phenyl}-3-methylbutanamide hydrochloride), NNC(CN(C)C)=O (N-amino-2-(dimethylamino)acetamide), C[O-].[Na+] (sodium methoxide). Solvent: CO (methanol). The product is CN(C)CC1=NC(=NN1)C=1C=C2C(=NNC2=CC1)C=1C=C(C=CC1)NC(CC(C)C)=O (N-[3-(5-{5-[(Dimethylamino)methyl](1H-1,2,4-triazol-3-yl)}(1H-indazol-3-yl))phenyl]-3-methylbutanamide). As a reaction SMILES: Cl.C(O[N:5]=[CH:6][C:7]1[CH:8]=[C:9]2[C:13](=[CH:14][CH:15]=1)[NH:12][N:11]=[C:10]2[C:16]1[CH:17]=[C:18]([NH:22][C:23](=[O:28])[CH2:24][CH:25]([CH3:27])[CH3:26])[CH:19]=[CH:20][CH:21]=1)C.[NH2:29][NH:30][C:31](=O)[CH2:32][N:33]([CH3:35])[CH3:34].C[O-].[Na+]>CO>[CH3:34][N:33]([CH2:32][C:31]1[NH:30][N:29]=[C:6]([C:7]2[CH:8]=[C:9]3[C:13](=[CH:14][CH:15]=2)[NH:12][N:11]=[C:10]3[C:16]2[CH:17]=[C:18]([NH:22][C:23](=[O:28])[CH2:24][CH:25]([CH3:26])[CH3:27])[CH:19]=[CH:20][CH:21]=2)[N:5]=1)[CH3:35] |f:0.1,3.4|. Procedure details: The title compound was prepared according to example Example 329 C using N-{3-[5-(ethoxyiminomethyl)(1H-indazol-3-yl)]phenyl}-3-methylbutanamide hydrochloride (0.400 g, 0.997 mmol), N-amino-2-(dimethylamino)acetamide (0.350 g, 2.99 mmol) and sodium methoxide in methanol (0.348 mL, 4.37 M). The title compound was isolated after purification by preparative HPLC (0.074 g, 18% yield): 1H NMR (CD3OD) δ 8.73 (s, 1H), 8.19 (s, 1H), 8.08 (d, 1H), 7.75 (t, 2H), 7.69 (d, 1H), 7.51 (t, 1H), 3.81 (s, 2H), 2... The reactants are O=C(N1CCC(c2ccc(S(=O)(=O)Cl)cc2)CC1)C(F)(F)F, Nc1nccs1, c1ccncc1. Yields the product O=C(N1CCC(c2ccc(S(=O)(=O)Nc3nccs3)cc2)CC1)C(F)(F)F. Reaction SMILES: [F:1][C:2]([C:3](=[O:4])[N:5]1[CH2:6][CH2:7][CH:8]([c:11]2[cH:12][cH:13][c:14]([S:17](=[O:18])(=[O:19])[Cl:20])[cH:15][cH:16]2)[CH2:9][CH2:10]1)([F:21])[F:22].[NH2:23][c:24]1[s:25][cH:26][cH:27][n:28]1.[cH:29]1[cH:30][cH:31][n:32][cH:33][cH:34]1>>[F:1][C:2]([C:3](=[O:4])[N:5]1[CH2:6][CH2:7][CH:8]([c:11]2[cH:12][cH:13][c:14]([S:17](=[O:18])(=[O:19])[NH:23][c:24]3[s:25][cH:26][cH:27][n:28]3)[cH:15][cH:16]2)[CH2:9][CH2:10]1)([F:21])[F:22]. Reactants: I.N1C(=NCC1)NC(CO)(C)C (2-(4,5-dihydro-1H-imidazol-2-ylamino)-2-methyl-propan-1-ol hydroiodide), S(=O)(Cl)Cl (thionyl chloride). Run in three, C(Cl)(Cl)Cl (chloroform). Yields the product I.ClCC(C)(C)NC=1NCCN1 ((2-Chloro-1,1-dimethyl-ethyl)-(4,5-dihydro-1H-imidazol-2-yl)-amine hydroiodide). RXN SMILES: [IH:1].[NH:2]1[CH2:6][CH2:5][N:4]=[C:3]1[NH:7][C:8]([CH3:12])([CH3:11])[CH2:9]O.S(Cl)([Cl:15])=O>C(Cl)(Cl)Cl>[IH:1].[Cl:15][CH2:9][C:8]([NH:7][C:3]1[NH:2][CH2:6][CH2:5][N:4]=1)([CH3:12])[CH3:11] |f:0.1,4.5|. Reported procedure: In a 1 L three necked round bottom flask, 48.26 g (0.169 mol) of 2-(4,5-dihydro-1H-imidazol-2-ylamino)-2-methyl-propan-1-ol hydroiodide was dissolved in 400 mL of chloroform. To this, 15 mL (24.46 g, 0.206 mol) of thionyl chloride was added dropwise at room temperature. The reaction was then refluxed for 36 hours after which the solvent was removed by vacuum. The product retained too much solvent after this to afford a yield calculation. NMR 3.56 (s, 4H), 3.35 (m, 2H), 1.28 (d, 6H). Starting materials: ClC1=CC=C(C=C1)Cl (1,4-dichlorobenzene), C(C)Br (ethyl bromide), ClC1=CC=C(C=C1)Cl (1,4-dichlorobenzene), [Mg] (magnesium), C[SiH](Cl)C (dimethylchlorosilane), C1=CC(=CC=C1Cl)Cl (dichlorobenzene), [Mg] (magnesium), II (iodine), C1=CC(=CC=C1Cl)Cl (dichlorobenzene). The solvent is O1CCCC1 (tetrahydrofuran), O1CCCC1 (tetrahydrofuran), O (water), O1CCCC1 (tetrahydrofuran), C(C)(C)(C)OC (methyl tert-butyl ether). Reaction conditions: temperature 50 celsius, time 2.5 hour. Product: ClC1=CC=C(C=C1)[SiH](C)C ((4-chlorophenyl)dimethylsilane). Isolated yield 69.8%. As a reaction SMILES: [Cl:1][C:2]1[CH:7]=[CH:6][C:5](Cl)=[CH:4][CH:3]=1.[Mg].II.C(Br)C.[CH3:15][SiH:16]([CH3:18])Cl>O1CCCC1.C(OC)(C)(C)C.O>[Cl:1][C:2]1[CH:7]=[CH:6][C:5]([SiH:16]([CH3:18])[CH3:15])=[CH:4][CH:3]=1. Procedure: About 9 kg of 1,4-dichlorobenzene (60 mol) were dissolved in 10.2 liters of tetrahydrofuran. About 1,440 g of magnesium turnings activated with iodine were introduced into a 50 liter stirred kettle. About 1.4 liters of tetrahydrofuran and 600 ml of 1,4-dichlorobenzene solution were then added, and the mixture was warmed to 50° C. The reaction was initiated by adding a few ml of ethyl bromide. The dichlorobenzene solution was added over a period of about 4 hours, the reaction temperature being ke... The reactants are O=C([O-])[O-], COC(=O)c1cc(Br)cn1C, [Na+], [Na+], CN(C)C=O, O, OB(O)c1ccccc1, c1ccc(P(c2ccccc2)(c2ccccc2)[Pd](P(c2ccccc2)(c2ccccc2)c2ccccc2)(P(c2ccccc2)(c2ccccc2)c2ccccc2)P(c2ccccc2)(c2ccccc2)c2ccccc2)cc1. Product: COC(=O)c1cc(-c2ccccc2)cn1C. Reaction SMILES: [C:21](=[O:22])([O-:23])[O-:24].[CH3:1][O:2][C:3](=[O:4])[c:5]1[n:6]([CH3:11])[cH:7][c:8]([Br:10])[cH:9]1.[Na+:25].[Na+:26].[O:27]=[CH:28][N:29]([CH3:30])[CH3:31].[OH2:32].[c:12]1([B:18]([OH:19])[OH:20])[cH:13][cH:14][cH:15][cH:16][cH:17]1.[cH:33]1[cH:34][cH:35][c:36]([P:37]([Pd:38]([P:39]([c:40]2[cH:41][cH:42][cH:43][cH:44][cH:45]2)([c:46]2[cH:47][cH:48][cH:49][cH:50][cH:51]2)[c:52]2[cH:53][cH:54][cH:55][cH:56][cH:57]2)([P:58]([c:59]2[cH:60][cH:61][cH:62][cH:63][cH:64]2)([c:65]2[cH:66][cH:67][cH:68][cH:69][cH:70]2)[c:71]2[cH:72][cH:73][cH:74][cH:75][cH:76]2)[P:77]([c:78]2[cH:79][cH:80][cH:81][cH:82][cH:83]2)([c:84]2[cH:85][cH:86][cH:87][cH:88][cH:89]2)[c:90]2[cH:91][cH:92][cH:93][cH:94][cH:95]2)([c:96]2[cH:97][cH:98][cH:99][cH:100][cH:101]2)[c:102]2[cH:103][cH:104][cH:105][cH:106][cH:107]2)[cH:108][cH:109]1>>[CH3:1][O:2][C:3](=[O:4])[c:5]1[n:6]([CH3:11])[cH:7][c:8](-[c:12]2[cH:13][cH:14][cH:15][cH:16][cH:17]2)[cH:9]1.